describe an organic reaction: reactants, conditions, products, and yield From a dataset of the Open Reaction Database (ORD), a public repository of structured organic reaction records. The reactants are C(C)(C)(C)OC(=O)N1CC2=CC=C(C=C2C1)C=O (5-formyl-1,3-dihydro-isoindole-2-carboxylic acid tert-butyl ester), C1(=CC=CC=C1)P(C1=CC=CC=C1)C1=CC=CC=C1 (triphenylphosphine), BrC(F)(F)Br (dibromodifluoromethane). Reagents/catalysts: [Zn] (zinc). Run in CN(C)C=O (DMF), CN(C)C=O (DMF). Run at time 30 minute. The product is C(C)(C)(C)OC(=O)N1CC2=CC=C(C=C2C1)C=C(F)F (5-(2,2-Difluoro-vinyl)-1,3-dihydro-isoindole-2-carboxylic acid tert-butyl Ester). Yield: 31.0%. As a reaction SMILES: C1(P(C2C=CC=CC=2)C2C=CC=CC=2)C=CC=CC=1.Br[C:21](Br)([F:23])[F:22].[C:25]([O:29][C:30]([N:32]1[CH2:40][C:39]2[C:34](=[CH:35][CH:36]=[C:37]([CH:41]=O)[CH:38]=2)[CH2:33]1)=[O:31])([CH3:28])([CH3:27])[CH3:26]>CN(C=O)C.[Zn]>[C:25]([O:29][C:30]([N:32]1[CH2:40][C:39]2[C:34](=[CH:35][CH:36]=[C:37]([CH:41]=[C:21]([F:23])[F:22])[CH:38]=2)[CH2:33]1)=[O:31])([CH3:28])([CH3:27])[CH3:26]. Procedure: To a stirred solution of 4.69 mmol triphenylphosphine in 5 ml DMF at 0° C. was added dropwise a solution of 4.69 mmol dibromodifluoromethane in 1 ml DMF and the mixture was stirred at RT for 30 min. 2.35 mmol 5-formyl-1,3-dihydro-isoindole-2-carboxylic acid tert-butyl ester was then added at 0° C. and then 4.69 mmol zinc dust was added in small portions. The mixture was stirred at RT for 16 and then concentrated in vacuo. The residue was purified by chromatography (SiO2, heptane/ethyl acetate) t... The reactants are CCN(CC)CCNC(=O)C1=CC=C(C=C1)I.C1=CC=C(C=C1)CO[C@@H]([C@@H](C(=O)O)N)C(=O)O (I-BzA TBOA), C(=O)(C(F)(F)F)O (TFA). Solvent: C(Cl)(Cl)Cl (chloroform). Conditions: time 24 hour. Product: IC1=CC=C(C(=O)NC=2C=C(CO[C@@H]([C@H](N)C(=O)O)C(=O)O)C=CC2)C=C1 ((2S,3S)-3-[3-(4-iodobenzoylamino)benzyloxy]aspartic acid). Isolated yield 94.8%. As a reaction SMILES: CCN([CH2:6][CH2:7][NH:8][C:9]([C:11]1[CH:16]=[CH:15][C:14]([I:17])=[CH:13][CH:12]=1)=[O:10])CC.[CH:18]1C=C[C:21]([CH2:24][O:25][C@H:26]([C:32]([OH:34])=[O:33])[C@H:27]([NH2:31])[C:28]([OH:30])=[O:29])=[CH:20][CH:19]=1.C(O)(C(F)(F)F)=O>C(Cl)(Cl)Cl>[I:17][C:14]1[CH:13]=[CH:12][C:11]([C:9]([NH:8][C:7]2[CH:6]=[C:21]([CH:20]=[CH:19][CH:18]=2)[CH2:24][O:25][C@H:26]([C:32]([OH:34])=[O:33])[C@@H:27]([C:28]([OH:30])=[O:29])[NH2:31])=[O:10])=[CH:16][CH:15]=1 |f:0.1|. Procedure: Protected I-BzA-TBOA (120 mg, 0.17 mmol) was dissolved in 1 ml of chloroform. After adding 1 ml of TFA, the obtained mixture was stirred for 24 hours. Then the solvent was distilled off and water was added to the residue followed by repeated freeze-drying. Thus, 78 mg (76%) of the title compound was obtained. Amorphous product; [α]D −37.7° (c 0.34, CHCl3); 1H NMR (CDCl3, 400 MHz); ™4.30 (d, 1 H, J=5.0 Hz), 4.45 (d, 1 H, J=11.0 Hz), 4.68 (d, 1 H, J=11.0 Hz), 7.14 (d, 1 H, J=7.5 Hz), 7.30 (t, 1 H,... Reactants: O=C1C=2C=CC(=CC2CCC1)C=1C=C(C=CC1)NS(=O)(=O)C (N-[3-(5-Oxo-5,6,7,8-tetrahydro-naphthalen-2-yl)-phenyl]-methanesulfonamide), ClC=1C(=C(N)C=CC1)F (3-chloro-2-fluoroaniline), Cl.FC1=C(C=C(C=C1)C1=CC(=CC=C1)NN)C ((4′-Fluoro-3′-methyl-biphenyl-3-yl)-hydrazine hydrochloride), CC=1C=C(C=CC1F)B(O)O (3-methyl-4-fluorophenylboronic acid). The product is FC=1C(=CC=C2C=3CCC4=C(C3NC12)C=CC(=C4)C=4C=C(C=CC4)NS(=O)(=O)C)C4=CC(=C(C=C4)F)C (N-{3-[10-Fluoro-9-(4-fluoro-3-methyl-phenyl)-5,11-dihydro-6H-benzo[a]carbazol-3-yl]-phenyl}-methanesulfonamide). Reaction SMILES: O=[C:2]1[CH2:11][CH2:10][CH2:9][C:8]2[CH:7]=[C:6]([C:12]3[CH:13]=[C:14]([NH:18][S:19]([CH3:22])(=[O:21])=[O:20])[CH:15]=[CH:16][CH:17]=3)[CH:5]=[CH:4][C:3]1=2.Cl.[F:24][C:25]1[CH:30]=[CH:29][C:28]([C:31]2[CH:36]=[CH:35][CH:34]=[C:33]([NH:37]N)[CH:32]=2)=[CH:27][C:26]=1[CH3:39].CC1C=C(B(O)O)C=CC=1[F:47].ClC1C(F)=C(C=CC=1)N>>[F:47][C:32]1[C:31]([C:28]2[CH:29]=[CH:30][C:25]([F:24])=[C:26]([CH3:39])[CH:27]=2)=[CH:36][CH:35]=[C:34]2[C:33]=1[NH:37][C:2]1[C:3]3[CH:4]=[CH:5][C:6]([C:12]4[CH:13]=[C:14]([NH:18][S:19]([CH3:22])(=[O:21])=[O:20])[CH:15]=[CH:16][CH:17]=4)=[CH:7][C:8]=3[CH2:9][CH2:10][C:11]2=1 |f:1.2|. Reported procedure: The title material is prepared by reacting N-[3-(5-Oxo-5,6,7,8-tetrahydro-naphthalen-2-yl)-phenyl]-methanesulfonamide and (4′-Fluoro-3′-methyl-biphenyl-3-yl)-hydrazine hydrochloride (prepared as in example 70, steps 1 and 2 except using 3-methyl-4-fluorophenylboronic acid and 3-chloro-2-fluoroaniline as the coupling partners) in an analogous manner to example 1, step 3 except that purification is accomplished by reverse phase UV triggered HPLC: 1H NMR (400 MHz, d6-DMSO) δ 12.66 (s, 1H), 9.88 (s,... The reactants are C(C)C1CC(CC1C1=NN=C2N1C1=C(N=C2)NC=C1)CCCC(=O)OCC (Ethyl 4-(3-ethyl-4-(6H-pyrrolo[2,3-e][1,2,4]triazolo[4,3-a]pyrazin-1-yl)cyclopentyl)butanoate), N (ammonia). Reaction conditions: temperature 85 celsius. The product is C(C)[C@@H]1CC(C[C@@H]1C1=NN=C2N1C1=C(N=C2)NC=C1)CCCC(=O)N (4-((3R,4S)-3-ethyl-4-(6H-pyrrolo[2,3-e][1,2,4]triazolo[4,3-a]pyrazin-1-yl)cyclopentyl)butanamide). Isolated yield 100.2%. As a reaction SMILES: [CH2:1]([CH:3]1[CH:7]([C:8]2[N:12]3[C:13]4[CH:19]=[CH:18][NH:17][C:14]=4[N:15]=[CH:16][C:11]3=[N:10][N:9]=2)[CH2:6][CH:5]([CH2:20][CH2:21][CH2:22][C:23](OCC)=[O:24])[CH2:4]1)[CH3:2].[NH3:28]>>[CH2:1]([C@H:3]1[C@@H:7]([C:8]2[N:12]3[C:13]4[CH:19]=[CH:18][NH:17][C:14]=4[N:15]=[CH:16][C:11]3=[N:10][N:9]=2)[CH2:6][CH:5]([CH2:20][CH2:21][CH2:22][C:23]([NH2:28])=[O:24])[CH2:4]1)[CH3:2]. Procedure: Ethyl 4-(3-ethyl-4-(6H-pyrrolo[2,3-e][1,2,4]triazolo[4,3-a]pyrazin-1-yl)cyclopentyl)butanoate (0.080 g, 0.217 mmol, prepared using III from Preparation #25 and (E)-ethyl 4-(diethoxyphosphoryl)but-2-enoate, W) and ammonia (7 N in MeOH, 6.2 mL, 43.3 mmol). The reaction vessel was sealed and heated to about 85° C. After about 2 days the tube was cooled to rt and the reaction mixture was concd in vacuo to provide 4-((3R,4S)-3-ethyl-4-(6H-pyrrolo[2,3-e][1,2,4]triazolo[4,3-a]pyrazin-1-yl)cyclopentyl)b... The solvent is CO (methanol). Product: OC(/C=C/C1=CC=CC(=N1)OCC(=O)O)CCCCCCCC (2-{6-[(1E)-(3RS)-3-Hydroxy-1-undecenyl]-2-pyridyloxy }-acetic acid). Reactants: COC(COC1=NC(=CC=C1)\C=C\C(CCCCCCCC)O)=O (2-{6-[(1E)-(3RS)-3-hydroxy-1-undecenyl]-2-pyridyloxy}-acetic acid methyl ester), 1, [OH-].[Na+] (sodium hydroxide). The yield is 83.5%. As a reaction SMILES: C[O:2][C:3](=[O:24])[CH2:4][O:5][C:6]1[CH:11]=[CH:10][CH:9]=[C:8](/[CH:12]=[CH:13]/[CH:14]([OH:23])[CH2:15][CH2:16][CH2:17][CH2:18][CH2:19][CH2:20][CH2:21][CH3:22])[N:7]=1.[OH-].[Na+]>CO>[OH:23][CH:14]([CH2:15][CH2:16][CH2:17][CH2:18][CH2:19][CH2:20][CH2:21][CH3:22])/[CH:13]=[CH:12]/[C:8]1[N:7]=[C:6]([O:5][CH2:4][C:3]([OH:24])=[O:2])[CH:11]=[CH:10][CH:9]=1 |f:1.2|. Procedure details: Under the conditions of example 2, 25 mg of 2-{6-[(1E)-(3RS)-3-hydroxy-1-undecenyl]-2-pyridyloxy}-acetic acid methyl ester in 1.5 ml of methanol is saponified with 1.5 ml of 1 n sodium hydroxide solution and worked up. 20 mg of the title compound is obtained as bright yellow oil. Reactants: COCCNC1CCC2=C(CC1)C=C(C=C2)N (N(7)-(2-methoxyethyl)-6,7,8,9-tetrahydro-5H-benzocycloheptene-2,7-diamine), ClC1=NC=C(C(=N1)N[C@H]1[C@@H](CCCC1)NS(=O)(=O)C)Cl (N[(1R,2R)-2-(2,5-dichloropyrimidin-4-ylamino)-cyclohexyl]methanesulfonamide), C(=O)(C(F)(F)F)O (TFA). Product: ClC=1C(=NC(=NC1)NC=1C(=CC2=C(CCC(CC2)NCCOC)C1)OC)N[C@H]1[C@@H](CCCC1)NS(=O)(=O)C (N-((1R,2R)-2-{5-Chloro-2-[3-methoxy-7-(2-methoxy-ethylamino)-6,7,8,9-tetrahydro-5H-benzocyclohepten-2-ylamino]-pyrimidin-4-ylamino}-cyclohexyl)-methanesulfonamide). Reaction SMILES: [CH3:1][O:2][CH2:3][CH2:4][NH:5][CH:6]1[CH2:12][CH2:11][C:10]2[CH:13]=[C:14]([NH2:17])[CH:15]=[CH:16][C:9]=2[CH2:8][CH2:7]1.Cl[C:19]1[N:24]=[C:23]([NH:25][C@@H:26]2[CH2:31][CH2:30][CH2:29][CH2:28][C@H:27]2[NH:32][S:33]([CH3:36])(=[O:35])=[O:34])[C:22]([Cl:37])=[CH:21][N:20]=1.[C:38](O)(C(F)(F)F)=[O:39]>>[Cl:37][C:22]1[C:23]([NH:25][C@@H:26]2[CH2:31][CH2:30][CH2:29][CH2:28][C@H:27]2[NH:32][S:33]([CH3:36])(=[O:35])=[O:34])=[N:24][C:19]([NH:17][C:14]2[C:15]([O:39][CH3:38])=[CH:16][C:9]3[CH2:8][CH2:7][CH:6]([NH:5][CH2:4][CH2:3][O:2][CH3:1])[CH2:12][CH2:11][C:10]=3[CH:13]=2)=[N:20][CH:21]=1. Reported procedure: The title compound was prepared from N(7)-(2-methoxyethyl)-6,7,8,9-tetrahydro-5H-benzocycloheptene-2,7-diamine and N[(1R,2R)-2-(2,5-dichloropyrimidin-4-ylamino)-cyclohexyl]methanesulfonamide in an analogous manner to Example 179. Product was prepared as a TFA salt (16.6 mg, 21%). LCMS (m/e) 567 (M+H); 1H NMR (400 MHz, CDCl3) 9.89 (broad s, 1H), 9.03 (broad s, 1H), 8.03 (s, 1H), 7.54 (broad s, 1H), 7.20 (s, 2H), 6.46 (s, 1H), 3.82 (s, 1H), 3.67 (s, 5H), 3.36 (m, 5H), 3.19 (s, 2H), 3.02 (s, 3H), 2... The reactants are C1CCOC1, CC(N=[N+]=[N-])c1cc(F)c(F)c(F)c1, O, c1ccc(P(c2ccccc2)c2ccccc2)cc1. Yields the product CC(N)c1cc(F)c(F)c(F)c1. RXN SMILES: [CH2:35]1[O:36][CH2:37][CH2:38][CH2:39]1.[N:20](=[N+:21]=[N-:22])[CH:23]([CH3:24])[c:25]1[cH:26][c:27]([F:33])[c:28]([F:32])[c:29]([F:31])[cH:30]1.[OH2:34].[c:1]1([P:2]([c:3]2[cH:4][cH:5][cH:6][cH:7][cH:8]2)[c:9]2[cH:10][cH:11][cH:12][cH:13][cH:14]2)[cH:15][cH:16][cH:17][cH:18][cH:19]1>>[NH2:20][CH:23]([CH3:24])[c:25]1[cH:26][c:27]([F:33])[c:28]([F:32])[c:29]([F:31])[cH:30]1. Reactants: CC(C)CCn1cn[nH]c1=O, CC(O)C1(c2ccc(F)cc2F)CO1. Yields the product CC(C)CCn1cnn(C(C)C2(c3ccc(F)cc3F)CO2)c1=O. As a reaction SMILES: [CH3:15][CH:16]([CH2:17][CH2:18][n:19]1[c:20](=[O:24])[nH:21][n:22][cH:23]1)[CH3:25].[F:1][c:2]1[c:3]([C:9]2([CH:12]([CH3:13])[OH:14])[O:10][CH2:11]2)[cH:4][cH:5][c:6]([F:8])[cH:7]1>>[F:1][c:2]1[c:3]([C:9]2([CH:12]([CH3:13])[n:21]3[c:20](=[O:24])[n:19]([CH2:18][CH2:17][CH:16]([CH3:15])[CH3:25])[cH:23][n:22]3)[O:10][CH2:11]2)[cH:4][cH:5][c:6]([F:8])[cH:7]1. Starting materials: CC(=O)OC1CSC(Oc2cc(Br)cc(F)c2F)C(OC(C)=O)C1OC(C)=O, OB(O)c1ccncc1. Yields the product CC(=O)OC1CSC(Oc2cc(-c3ccncc3)cc(F)c2F)C(OC(C)=O)C1OC(C)=O. Reaction SMILES: [C:1]([CH3:2])(=[O:3])[O:4][CH:5]1[CH:6]([O:7][c:8]2[c:9]([F:16])[c:10]([F:15])[cH:11][c:12]([Br:14])[cH:13]2)[S:17][CH2:18][CH:19]([O:25][C:26]([CH3:27])=[O:28])[CH:20]1[O:21][C:22]([CH3:23])=[O:24].[n:29]1[cH:30][cH:31][c:32]([B:35]([OH:36])[OH:37])[cH:33][cH:34]1>>[C:1]([CH3:2])(=[O:3])[O:4][CH:5]1[CH:6]([O:7][c:8]2[c:9]([F:16])[c:10]([F:15])[cH:11][c:12](-[c:32]3[cH:31][cH:30][n:29][cH:34][cH:33]3)[cH:13]2)[S:17][CH2:18][CH:19]([O:25][C:26]([CH3:27])=[O:28])[CH:20]1[O:21][C:22]([CH3:23])=[O:24]. Starting materials: ClC1=C(OCC2=CC=C(C=C2)O)C=CC(=C1)Cl (4-(2,4-dichlorophenoxy-methyl)-phenol), BrC(C(=O)OC)C (methyl 2-bromo-propionate), [Na] (sodium). Run in C(C)O (ethanol). Reaction conditions: time 3 hour. Product: ClC1=C(OCC2=CC=C(OC(C(=O)OC)C)C=C2)C=CC(=C1)Cl (Methyl 2-[4-(2,4-dichlorophenoxy-methyl)-phenoxy]-propionate). RXN SMILES: [Na].[Cl:2][C:3]1[CH:17]=[C:16]([Cl:18])[CH:15]=[CH:14][C:4]=1[O:5][CH2:6][C:7]1[CH:12]=[CH:11][C:10]([OH:13])=[CH:9][CH:8]=1.Br[CH:20]([CH3:25])[C:21]([O:23][CH3:24])=[O:22]>C(O)C>[Cl:2][C:3]1[CH:17]=[C:16]([Cl:18])[CH:15]=[CH:14][C:4]=1[O:5][CH2:6][C:7]1[CH:8]=[CH:9][C:10]([O:13][CH:20]([CH3:25])[C:21]([O:23][CH3:24])=[O:22])=[CH:11][CH:12]=1 |^1:0|. Procedure details: 2.3 gm of sodium were dissolved in 100 ml of absolute ethanol, 26.9 gm of 4-(2,4-dichlorophenoxy-methyl)-phenol and 16.7 gm of methyl 2-bromo-propionate were added to the solution, and the mixture was boiled for 3 hours. Thereafter, the reaction solution was evaporated, and the residue was worked up as usual with water and chloroform, yielding 80% of theory of the desired compound named in the heading, which had a melting point of 64° C.